Dataset: the Open Reaction Database (ORD), a public repository of structured organic reaction records. Task: describe an organic reaction: reactants, conditions, products, and yield The reactants are ClCCl, O=C(O)C(F)(F)F, Cn1nc(C(F)(F)F)cc1-c1csc(NC(=O)c2cc3ccccc3o2)c1C(=O)OC(C)(C)C. RXN SMILES: [Cl:42][CH2:43][Cl:44].[OH:1][C:2]([C:3]([F:4])([F:5])[F:6])=[O:7].[o:8]1[c:9]([C:17](=[O:18])[NH:19][c:20]2[s:21][cH:22][c:23](-[c:32]3[cH:33][c:34]([C:38]([F:39])([F:40])[F:41])[n:35][n:36]3[CH3:37])[c:24]2[C:25](=[O:26])[O:27][C:28]([CH3:29])([CH3:30])[CH3:31])[cH:10][c:11]2[c:12]1[cH:13][cH:14][cH:15][cH:16]2>>[o:8]1[c:9]([C:17](=[O:18])[NH:19][c:20]2[s:21][cH:22][c:23](-[c:32]3[cH:33][c:34]([C:38]([F:39])([F:40])[F:41])[n:35][n:36]3[CH3:37])[c:24]2[C:25](=[O:26])[OH:27])[cH:10][c:11]2[c:12]1[cH:13][cH:14][cH:15][cH:16]2. The product is Cn1nc(C(F)(F)F)cc1-c1csc(NC(=O)c2cc3ccccc3o2)c1C(=O)O. The reactants are Br, CCOc1ccc(C=CC(=O)Cl)cc1, CCOc1ccc(C=CC(=O)O)cc1, CCO, C1CNCCN1, C1CCOC1, O, O, O, O, O, O, O=S(Cl)Cl. Yields the product CCOc1ccc(C=CC(=O)N2CCNCC2)cc1. Reaction SMILES: [BrH:45].[CH2:19]([O:20][c:21]1[cH:22][cH:23][c:24]([CH:25]=[CH:26][C:27]([Cl:28])=[O:29])[cH:30][cH:31]1)[CH3:32].[CH2:1]([CH3:2])[O:3][c:4]1[cH:5][cH:6][c:7]([CH:8]=[CH:9][C:10](=[O:11])[OH:12])[cH:13][cH:14]1.[CH3:51][CH2:52][OH:53].[NH:39]1[CH2:40][CH2:41][NH:42][CH2:43][CH2:44]1.[O:46]1[CH2:47][CH2:48][CH2:49][CH2:50]1.[OH2:33].[OH2:34].[OH2:35].[OH2:36].[OH2:37].[OH2:38].[S:15]([Cl:16])([Cl:17])=[O:18]>>[CH2:1]([CH3:2])[O:3][c:4]1[cH:5][cH:6][c:7]([CH:8]=[CH:9][C:10](=[O:12])[N:39]2[CH2:40][CH2:41][NH:42][CH2:43][CH2:44]2)[cH:13][cH:14]1.